This data is from the Open Reaction Database (ORD), a public repository of structured organic reaction records. The task is: describe an organic reaction: reactants, conditions, products, and yield The reactants are BrC=1N=C(C(N(C1)C=1C=C(C(=O)OC)C=CC1C)=O)NC(C)(C1=C(C=CC=C1)OCC1=CC=CC=C1)C (3-[5-bromo-3-[[1-methyl-1-[2-(phenylmethoxy)phenyl]ethyl]amino]-2-oxo-1(2H)-pyrazinyl]-4-methyl-benzoic acid, methyl ester), C(=O)[O-].[NH4+] (ammonium formate). Reagents/catalysts: [Pd] (Pd/C). Solvent: C(C)O (ethanol). Run at temperature 75 celsius. The product is COC(C1=CC(=C(C=C1)C)N1C(C(=NC=C1)NC(C)(C)C1=C(C=CC=C1)O)=O)=O (3-[3-[[1-(2-Hydroxyphenyl)-1-methylethyl]amino]-2-oxo-1(2H)-pyrazinyl]-4-methyl-benzoic acid methyl ester). The yield is 100.8%. RXN SMILES: Br[C:2]1[N:3]=[C:4]([NH:20][C:21]([CH3:37])([C:23]2[CH:28]=[CH:27][CH:26]=[CH:25][C:24]=2[O:29]CC2C=CC=CC=2)[CH3:22])[C:5](=[O:19])[N:6]([C:8]2[CH:9]=[C:10]([CH:15]=[CH:16][C:17]=2[CH3:18])[C:11]([O:13][CH3:14])=[O:12])[CH:7]=1.C([O-])=O.[NH4+]>C(O)C.[Pd]>[CH3:14][O:13][C:11](=[O:12])[C:10]1[CH:15]=[CH:16][C:17]([CH3:18])=[C:8]([N:6]2[CH:7]=[CH:2][N:3]=[C:4]([NH:20][C:21]([C:23]3[CH:28]=[CH:27][CH:26]=[CH:25][C:24]=3[OH:29])([CH3:37])[CH3:22])[C:5]2=[O:19])[CH:9]=1 |f:1.2|. Procedure: To 3-[5-bromo-3-[[1-methyl-1-[2-(phenylmethoxy)phenyl]ethyl]amino]-2-oxo-1(2H)-pyrazinyl]-4-methyl-benzoic acid, methyl ester (Example 220a, 2 g) in ethanol (50 mL) was added ammonium formate (3.14 g) and 10% Pd/C (0.378 g) and the reaction heated at 75° C. for 1 h. The reaction was filtered through celite and the filtrate concentrated in vacuo. The reaction mixture was diluted with water (250 mL) and extracted with dichloromethane (250 mL). The organic layer was dried (MgSO4), filtered and conc... Reactants: C(C1=CC=CC=C1)OC(=O)N[C@@H]([C@@H](C(=O)C1(C(CCC1)N)C(=O)O)O)CC1=CC=C(C=C1)S(=O)(=O)C (1-[(2S,3R)-3-benzyloxycarbonylamino-2-hydroxy-4-(4-methylsulfonyl-phenyl)-butanoyl]-amino-1-cyclopentanecarboxylic acid), C(C1=CC=CC=C1)OC([C@@H](N)CCCNC(NC(=O)OCC1=CC=CC=C1)=N)=O (Nω -benzyloxycarbonyl-L-arginine benzyl ester). Product: C(C1=CC=CC=C1)OC([C@@H](NC(=O)C1(C(CCC1)N)C([C@H]([C@@H](CC1=CC=C(C=C1)S(=O)(=O)C)NC(=O)OCC1=CC=CC=C1)O)=O)CCCNC(NC(=O)OCC1=CC=CC=C1)=N)=O (Nα -[1-[(2S,3R)-3-benzyloxycarbonylamino-2-hydroxy-4(4-methylsulfonyl-phenyl)-butanoyl]-amino-1-cyclopentanecarbonyl]-Nω -benzyloxycarbonyl-L-arginine benzyl ester). The yield is 30.0%. RXN SMILES: [CH2:1]([O:8][C:9]([NH:11][C@H:12]([CH2:26][C:27]1[CH:32]=[CH:31][C:30]([S:33]([CH3:36])(=[O:35])=[O:34])=[CH:29][CH:28]=1)[C@H:13]([OH:25])[C:14]([C:16]1([C:22](O)=[O:23])[CH2:20][CH2:19][CH2:18][CH:17]1[NH2:21])=[O:15])=[O:10])[C:2]1[CH:7]=[CH:6][CH:5]=[CH:4][CH:3]=1.[CH2:37]([O:44][C:45](=[O:65])[C@H:46]([CH2:48][CH2:49][CH2:50][NH:51][C:52](=[NH:64])[NH:53][C:54]([O:56][CH2:57][C:58]1[CH:63]=[CH:62][CH:61]=[CH:60][CH:59]=1)=[O:55])[NH2:47])[C:38]1[CH:43]=[CH:42][CH:41]=[CH:40][CH:39]=1>>[CH2:37]([O:44][C:45](=[O:65])[C@H:46]([CH2:48][CH2:49][CH2:50][NH:51][C:52](=[NH:64])[NH:53][C:54]([O:56][CH2:57][C:58]1[CH:59]=[CH:60][CH:61]=[CH:62][CH:63]=1)=[O:55])[NH:47][C:22]([C:16]1([C:14](=[O:15])[C@@H:13]([OH:25])[C@H:12]([NH:11][C:9]([O:8][CH2:1][C:2]2[CH:7]=[CH:6][CH:5]=[CH:4][CH:3]=2)=[O:10])[CH2:26][C:27]2[CH:32]=[CH:31][C:30]([S:33]([CH3:36])(=[O:35])=[O:34])=[CH:29][CH:28]=2)[CH2:20][CH2:19][CH2:18][CH:17]1[NH2:21])=[O:23])[C:38]1[CH:39]=[CH:40][CH:41]=[CH:42][CH:43]=1. Reported procedure: By working in a way similar to that described in example 1 and using 1-[(2S,3R)-3-benzyloxycarbonylamino-2-hydroxy-4-(4-methylsulfonyl-phenyl)-butanoyl]-amino-1-cyclopentanecarboxylic acid (0.4 g; 0.00077 moles), prepared as described in example 15, and Nω -benzyloxycarbonyl-L-arginine benzyl ester (0.614 g; 0.00154 moles) as starting compounds, Nα -[1-[(2S,3R)-3-benzyloxycarbonylamino-2-hydroxy-4(4-methylsulfonyl-phenyl)-butanoyl]-amino-1-cyclopentanecarbonyl]-Nω -benzyloxycarbonyl-L-arginine b... Starting materials: [H-].[Na+] (sodium hydride), C1=C(C=CC2=CC=CC=C12)O (2-naphthol), FC1=C(C#N)C(=CC=C1)F (2,6-difluorobenzonitrile). Run in O (water), CN(C)C=O (DMF), CN(C)C=O (DMF). Conditions: time 3 minute. Product: FC1=C(C#N)C(=CC=C1)OC1=CC2=CC=CC=C2C=C1 (2-Fluoro-6-(naphthalen-2-yloxy)-benzonitrile). The yield is 106.9%. As a reaction SMILES: [H-].[Na+].[CH:3]1[C:12]2[C:7](=[CH:8][CH:9]=[CH:10][CH:11]=2)[CH:6]=[CH:5][C:4]=1[OH:13].[F:14][C:15]1[CH:22]=[CH:21][CH:20]=[C:19](F)[C:16]=1[C:17]#[N:18]>CN(C=O)C.O>[F:14][C:15]1[CH:22]=[CH:21][CH:20]=[C:19]([O:13][C:4]2[CH:5]=[CH:6][C:7]3[C:12](=[CH:11][CH:10]=[CH:9][CH:8]=3)[CH:3]=2)[C:16]=1[C:17]#[N:18] |f:0.1|. Procedure details: To a 20 mL vial containing a magnetic stir bar was added sodium hydride (103.7 mg, 4.32 mmol, 60% in mineral oil) followed by anhydrous DMF (2 mL) resulting in gas evolution. To this stirring reaction mixture was added 2-naphthol (623 mg, 4.32 mmol) as a solid in small portions over 5 min. The mixture was stirred at room temperature for 3 min and then 2,6-difluorobenzonitrile (601 mg, 4.32 mmol) in anhydrous DMF was added in one portion. The reaction mixture was heated in an oil bath at 100° C. ... Reactants: CC(=O)O[BH-](OC(C)=O)OC(C)=O, O=C([O-])O, Cc1ncoc1CN, CC(C)(C)OC(=O)C(C)(C)Oc1ccc(C=O)cc1, ClCCCl, [Na+], [Na+]. Product: Cc1ncoc1CNCc1ccc(OC(C)(C)C(=O)OC(C)(C)C)cc1. Reaction SMILES: [C:28]([O:29][BH-:30]([O:31][C:32](=[O:33])[CH3:34])[O:35][C:36](=[O:37])[CH3:38])(=[O:39])[CH3:40].[C:42](=[O:43])([OH:44])[O-:45].[CH3:20][c:21]1[n:22][cH:23][o:24][c:25]1[CH2:26][NH2:27].[CH:1](=[O:2])[c:3]1[cH:4][cH:5][c:6]([O:7][C:8]([C:9](=[O:10])[O:11][C:12]([CH3:13])([CH3:14])[CH3:15])([CH3:16])[CH3:17])[cH:18][cH:19]1.[Cl:47][CH2:48][CH2:49][Cl:50].[Na+:41].[Na+:46]>>[CH2:1]([c:3]1[cH:4][cH:5][c:6]([O:7][C:8]([C:9](=[O:10])[O:11][C:12]([CH3:13])([CH3:14])[CH3:15])([CH3:16])[CH3:17])[cH:18][cH:19]1)[NH:27][CH2:26][c:25]1[c:21]([CH3:20])[n:22][cH:23][o:24]1.